From a dataset of the Open Reaction Database (ORD), a public repository of structured organic reaction records. describe an organic reaction: reactants, conditions, products, and yield The yield is 45.9%. The reactants are C1(=CC=CC=C1)OC=C (phenylvinyl ether), C(=O)C=C (acrolein), C1(O)=CC=C(O)C=C1 (hydroquinone). The product is O(C1=CC=CC=C1)C1OC=CCC1 (2-phenoxy-3,4-dihydro-2H-pyran), 30.2. Procedure details: 45 g (375 mmol) of phenylvinyl ether, 21 g (375 mmol) of acrolein and 0.66 g (6 mmol) of hydroquinone are reacted in a pressure reactor for 1 h at 185° C. After cooling, 2-phenoxy-3,4-dihydro-2H-pyran is isolated by distillation at 80° C./0.0267 kPa in a yield of 30.2 (172 mmol; 46%) as a clear liquid. As a reaction SMILES: [C:1]1([O:7][CH:8]=[CH2:9])[CH:6]=[CH:5][CH:4]=[CH:3][CH:2]=1.[CH:10]([CH:12]=[CH2:13])=[O:11].C1(C=CC(O)=CC=1)O>>[O:7]([CH:8]1[CH2:9][CH2:13][CH:12]=[CH:10][O:11]1)[C:1]1[CH:6]=[CH:5][CH:4]=[CH:3][CH:2]=1. Starting materials: C1(CCCCC1)CCCC1(C(C(=C(C2=CC=CC=C12)O)C(=O)OCC)=O)C (Ethyl 4-(3-cyclohexylpropyl)-1-hydroxy-4-methyl-3-oxo-3,4-dihydronaphthalene-2-carboxylate), Cl (hydrochloric acid). Solvent: O1CCOCC1 (1,4-dioxane). Conditions: temperature 25 celsius. Yields the product C1(CCCCC1)CCCC1(C(C=C(C2=CC=CC=C12)O)=O)C (1-(3-cyclohexylpropyl)-4-hydroxy-1-methylnaphthalen-2(1 H)-one). Isolated yield 29.7%. As a reaction SMILES: [CH:1]1([CH2:7][CH2:8][CH2:9][C:10]2([CH3:27])[C:19]3[C:14](=[CH:15][CH:16]=[CH:17][CH:18]=3)[C:13]([OH:20])=[C:12](C(OCC)=O)[C:11]2=[O:26])[CH2:6][CH2:5][CH2:4][CH2:3][CH2:2]1.Cl>O1CCOCC1>[CH:1]1([CH2:7][CH2:8][CH2:9][C:10]2([CH3:27])[C:19]3[C:14](=[CH:15][CH:16]=[CH:17][CH:18]=3)[C:13]([OH:20])=[CH:12][C:11]2=[O:26])[CH2:6][CH2:5][CH2:4][CH2:3][CH2:2]1. Procedure: A solution of Example 36F (2.14 g, 5.78 mmol) in 1,4-dioxane (20 mL) was treated with aqueous 1N hydrochloric acid solution (20 mL) and refluxed for 3 hours. The mixture was cooled to 25° C. and partitioned between ethyl acetate and water. The ethyl acetate layer was washed with water and brine, dried with sodium sulfate, filtered, and concentrated in vacuo. The residue was triturated in hot hexane and filtered. The precipitate was dried to give the title compound (0.513 g, 30%). Reactants: C1=CC(=CC=C1CC2=CC=C(C=C2)N3C(=O)C=CC3=O)N4C(=O)C=CC4=O (N,N'-4,4'-diphenylmethane bismaleimide), C1(C=CC(N1)=O)=O (maleimide), N,N'-α,α'-4,4'-dimethylenecyclohexane bismaleimide, N,N'-4,4'-diphenylsulfone bismaleimide, C1(=CC(=CC=C1)N1C(C=CC1=O)=O)N1C(C=CC1=O)=O (N,N'-m-phenylene bismaleimide), N,N'-4,4'-dicyclo-hexylmethane bismaleimide, C1(=CC=C(C=C1)N1C(C=CC1=O)=O)N1C(C=CC1=O)=O (N,N'-p-phenylene bismaleimide), C1(=CC=CC=C1)N1C(C=CC1=O)=O (N-phenylmaleimide), N,N'-4,4'-diphenylcyclohexane bismaleimide, maleimides, maleimide-diamine, C(C1=CC(=C(C=C1)N1C(C=CC1=O)=O)Cl)C1=CC(=C(C=C1)N1C(C=CC1=O)=O)Cl (N,N'-methylene bis(3-chloro-p-phenylene) bismaleimide), N,N'-4,4'-diphenyl ether bismaleimide, N,N'-m-xylene bismaleimide, C1(C=CC(N1)=O)=O (maleimide), C1(C=CC(N1CCCCCCN1C(C=CC1=O)=O)=O)=O (N,N'-hexamethylene bismaleimide). The product is NC1=CC=CC=C1 (aniline), C=O (formaldehyde), C1(\C=C/C(=O)O1)=O (maleic anhydride). Reaction SMILES: C1(=O)N[C:4](=[O:6])C=C1.C1(=O)N([CH2:13][CH2:14][CH2:15][CH2:16][CH2:17][CH2:18][N:19]2[C:23](=[O:24])[CH:22]=[CH:21][C:20]2=[O:25])C(=O)C=C1.C1(N2C(=[O:39])C=CC2=O)C=CC=CC=1.C1(N2C(=O)C=CC2=O)C=CC=C(N2C(=O)C=CC2=O)C=1.C1(N2C(=O)C=CC2=O)C=CC(N2C(=O)C=CC2=O)=CC=1.C1C(CC2C=CC(N3C(=O)C=CC3=O)=CC=2)=CC=C(N2C(=O)C=CC2=O)C=1.C(C1C=CC(N2C(=O)C=CC2=O)=C(Cl)C=1)C1C=CC(N2C(=O)C=CC2=O)=C(Cl)C=1>>[NH2:19][C:18]1[CH:13]=[CH:14][CH:15]=[CH:16][CH:17]=1.[CH2:4]=[O:6].[C:23]1(=[O:24])[O:25][C:20](=[O:39])[CH:21]=[CH:22]1. Procedure: A maleimide resin composition comprising a maleimide-diamine adduct produced by heating and reacting a reaction mixture comprising at least one maleimide compound selected from the group consisting of N,N'-hexamethylene bismaleimide, N-phenylmaleimide, N,N'-m-phenylene bismaleimide, N,N'-p-phenylene bismaleimide, N,N'-4,4'-diphenylmethane bismaleimide, N,N'-4,4'-diphenyl ether bismaleimide, N,N'-methylene bis(3-chloro-p-phenylene) bismaleimide, N,N'-4,4'-diphenylsulfone bismaleimide, N,N'-4,4'-d... Starting materials: C[Si](C)(C)Br, O=C([O-])O, Cc1ccccc1C(O)(c1cccn1C)C1CC1, ClCCl, [Na+], c1ccncc1. Product: Cc1ccccc1C(=CCCBr)c1cccn1C. RXN SMILES: [Br:19][Si:20]([CH3:21])([CH3:22])[CH3:23].[C:30](=[O:31])([OH:32])[O-:33].[CH:1]1([C:4]([OH:5])([c:6]2[n:7]([CH3:11])[cH:8][cH:9][cH:10]2)[c:12]2[c:13]([CH3:18])[cH:14][cH:15][cH:16][cH:17]2)[CH2:2][CH2:3]1.[Cl:35][CH2:36][Cl:37].[Na+:34].[cH:24]1[cH:25][cH:26][n:27][cH:28][cH:29]1>>[CH:1]([CH2:2][CH2:3][Br:19])=[C:4]([c:6]1[n:7]([CH3:11])[cH:8][cH:9][cH:10]1)[c:12]1[c:13]([CH3:18])[cH:14][cH:15][cH:16][cH:17]1. Reactants: B, CCCC(=O)COc1cc2c(=O)c(Cc3cccnc3)cn3c4ccc(Br)cc4c(c1)c23, CO, [Na]. Product: CCCC(O)COc1cc2c(=O)c(Cc3cccnc3)cn3c4ccc(Br)cc4c(c1)c23. As a reaction SMILES: [BH3:33].[Br:1][c:2]1[cH:3][cH:4][c:5]2[n:6]3[c:7]4[c:8]([cH:9][c:10]([O:15][CH2:16][C:17]([CH2:18][CH2:19][CH3:20])=[O:21])[cH:11][c:12]4[c:13]2[cH:14]1)[c:22](=[O:32])[c:23]([CH2:25][c:26]1[cH:27][n:28][cH:29][cH:30][cH:31]1)[cH:24]3.[CH3:35][OH:36].[Na:34]>>[Br:1][c:2]1[cH:3][cH:4][c:5]2[n:6]3[c:7]4[c:8]([cH:9][c:10]([O:15][CH2:16][CH:17]([CH2:18][CH2:19][CH3:20])[OH:21])[cH:11][c:12]4[c:13]2[cH:14]1)[c:22](=[O:32])[c:23]([CH2:25][c:26]1[cH:27][n:28][cH:29][cH:30][cH:31]1)[cH:24]3. Reactants: [N+](=O)([O-])C1=CC=C(C(=O)N2CCCN(C3=C2C=CC=C3)C(C3=CC=C(C=C3)[N+](=O)[O-])=O)C=C1 (1,5-bis(4-nitrobenzoyl)-2,3,4,5-tetrahydro-1H-1,5-benzodiazepine). The reagents and catalysts are [Fe] (iron). The solvent is C(C)O (ethanol), C(C)(=O)O (acetic acid). Yields the product NC1=CC=C(C(=O)N2CCCN(C3=C2C=CC=C3)C(C3=CC=C(C=C3)N)=O)C=C1 (1,5-bis(4-aminobenzoyl)-2,3,4,5-tetrahydro-1H-1,5-benzodiazepine). Reaction SMILES: [N+:1]([C:4]1[CH:33]=[CH:32][C:7]([C:8]([N:10]2[C:16]3[CH:17]=[CH:18][CH:19]=[CH:20][C:15]=3[N:14]([C:21](=[O:31])[C:22]3[CH:27]=[CH:26][C:25]([N+:28]([O-])=O)=[CH:24][CH:23]=3)[CH2:13][CH2:12][CH2:11]2)=[O:9])=[CH:6][CH:5]=1)([O-])=O>C(O)C.C(O)(=O)C.[Fe]>[NH2:28][C:25]1[CH:24]=[CH:23][C:22]([C:21]([N:14]2[C:15]3[CH:20]=[CH:19][CH:18]=[CH:17][C:16]=3[N:10]([C:8](=[O:9])[C:7]3[CH:32]=[CH:33][C:4]([NH2:1])=[CH:5][CH:6]=3)[CH2:11][CH2:12][CH2:13]2)=[O:31])=[CH:27][CH:26]=1. Reported procedure: A mixture of 1,5-bis(4-nitrobenzoyl)-2,3,4,5-tetrahydro-1H-1,5-benzodiazepine (737 mg) and iron powder (738 mg) in a mixture of ethanol (10 ml) and acetic acid (1 ml) was refluxed for 2 hours and the solution was cooled to ambient temperature. The mixture was filtered through a bed of celite and the filtrate was evaporated in vacuo. The residue was dissolved in chloroform and the solution was basified with saturated aqueous sodium bicarbonate solution. The solution was filtered through a bed of ... Reactants: O=C([O-])[O-], CCCc1nc2c(C)cc(-c3cn4c(n3)CCCC4)cc2n1Cc1ccc(-c2ccccc2C(=O)O)cc1, CS(C)=O, CC(I)OC(=O)OC1CCCCC1, [Cl-], [K+], [K+], [Na+]. The product is CCCc1nc2c(C)cc(-c3cn4c(n3)CCCC4)cc2n1Cc1ccc(-c2ccccc2C(=O)OC(C)OC(=O)OC2CCCCC2)cc1. As a reaction SMILES: [C:52](=[O:53])([O-:54])[O-:55].[CH2:1]([CH2:2][CH3:3])[c:4]1[n:5][c:6]2[c:7]([n:8]1[CH2:9][c:10]1[cH:11][cH:12][c:13](-[c:16]3[c:17]([C:22](=[O:23])[OH:24])[cH:18][cH:19][cH:20][cH:21]3)[cH:14][cH:15]1)[cH:25][c:26](-[c:30]1[n:31][c:32]3[n:33]([cH:38]1)[CH2:34][CH2:35][CH2:36][CH2:37]3)[cH:27][c:28]2[CH3:29].[CH3:60][S:61]([CH3:62])=[O:63].[CH:39]1([O:45][C:46](=[O:47])[O:48][CH:49]([CH3:50])[I:51])[CH2:40][CH2:41][CH2:42][CH2:43][CH2:44]1.[Cl-:59].[K+:56].[K+:57].[Na+:58]>>[CH2:1]([CH2:2][CH3:3])[c:4]1[n:5][c:6]2[c:7]([n:8]1[CH2:9][c:10]1[cH:11][cH:12][c:13](-[c:16]3[c:17]([C:22](=[O:23])[O:24][CH:49]([O:48][C:46]([O:45][CH:39]4[CH2:40][CH2:41][CH2:42][CH2:43][CH2:44]4)=[O:47])[CH3:50])[cH:18][cH:19][cH:20][cH:21]3)[cH:14][cH:15]1)[cH:25][c:26](-[c:30]1[n:31][c:32]3[n:33]([cH:38]1)[CH2:34][CH2:35][CH2:36][CH2:37]3)[cH:27][c:28]2[CH3:29].